From a dataset of the Open Reaction Database (ORD), a public repository of structured organic reaction records. describe an organic reaction: reactants, conditions, products, and yield Reactants: ClC=1C=C(C=C(C1O)Cl)C(C)=O (3',5'-dichloro-4'-hydroxyacetophenone), C(Cl)(Cl)Cl (chloroform), C(C)O (ethanol), ClCl (chlorine). Yields the product ClC(C(=O)C1=CC(=C(C(=C1)Cl)O)Cl)(C)Cl (2,2,3',5'-tetrachloro-4'-hydroxypropiophenone). Reaction SMILES: [Cl:1][C:2]1[CH:3]=[C:4]([C:10](=[O:12])C)[CH:5]=[C:6]([Cl:9])[C:7]=1[OH:8].[CH:13]([Cl:16])(Cl)[Cl:14].ClCl.[CH2:19](O)C>>[Cl:14][C:13]([Cl:16])([CH3:19])[C:10]([C:4]1[CH:5]=[C:6]([Cl:9])[C:7]([OH:8])=[C:2]([Cl:1])[CH:3]=1)=[O:12]. Reported procedure: A 500-milliliter reaction flask was charged with 21.9 grams (0.1 mole) of the 3',5'-dichloro-4'-hydroxyacetophenone, 250 grams of chloroform, and 10 grams of ethanol. The compound was chlorinated with 17.8 grams (0.25 mole) of chlorine gas added at 50°-55° C. over a period of 2.5 hours. The solution was evaporated under reduced pressure, and 27.1 grams of crude, white 2,2,3',5'-tetrachloro-4'-hydroxpropiophenone was obtained. Analysis calcd.: Hydrolyzable Cl, 24.6. Found: Hydrolyzable Cl, 22.3. The reactants are FC([C@@H]1CC[C@H](CC1)C(=O)O)(F)F (trans-4-trifluoromethyl-cyclohexyl-carboxylic acid), S(=O)(Cl)Cl (thionylchloride), CN(C)C=O (DMF). Solvent: ClCCl (dichloromethane). The product is FC([C@@H]1CC[C@H](CC1)C(=O)Cl)(F)F (trans-4-Trifluoromethyl-cyclohexyl-carboxylic acid chloride). Reaction SMILES: [F:1][C:2]([F:13])([F:12])[C@H:3]1[CH2:8][CH2:7][C@H:6]([C:9](O)=[O:10])[CH2:5][CH2:4]1.S(Cl)([Cl:16])=O.CN(C=O)C>ClCCl>[F:1][C:2]([F:13])([F:12])[C@H:3]1[CH2:8][CH2:7][C@H:6]([C:9]([Cl:16])=[O:10])[CH2:5][CH2:4]1. Reported procedure: A mixture of trans-4-trifluoromethyl-cyclohexyl-carboxylic acid (10.7 g, 54.3 mmol) and thionylchloride (10 mL, 138 mmol) in 100 mL dichloromethane with 200 μL DMF was refluxed for 2 h. The mixture was concentrated i.vac. and triturated with dichloromethane. The residue was reacted without further purification. The reactants are BrC1=NC(=CC=C1)CC(C1=CC(=CC=C1)CO)O (2-bromo-6-[(2RS)-2-hydroxy-2-(3-hydroxymethylphenyl)-ethyl]-pyridine), (1E)-1-(tri-n-butylstannyl)-1-undecen-(3RS)-3, C1(=CC=CC=C1)C (toluene). The reagents and catalysts are C1(=CC=CC=C1)P([C-]1C=CC=C1)C1=CC=CC=C1.[C-]1(C=CC=C1)P(C1=CC=CC=C1)C1=CC=CC=C1.[Fe+2].[Pd](Cl)Cl (1,1'-bis-(diphenylphosphino)-ferrocene palladium(II) chloride). Product: OC(CC1=NC(=CC=C1)\C=C\C(CCCCCCCC)O)C1=CC(=CC=C1)CO (2-[(2RS)-2-Hydroxy-2-(3-hydroxymethylphenyl)-ethyl]-6-[(1E) -(3RS)-3-hydroxy-1-undecenyl]-pyridine). RXN SMILES: Br[C:2]1[CH:7]=[CH:6][CH:5]=[C:4]([CH2:8][CH:9]([OH:18])[C:10]2[CH:15]=[CH:14][CH:13]=[C:12]([CH2:16][OH:17])[CH:11]=2)[N:3]=1.[C:19]1([CH3:25])[CH:24]=[CH:23][CH:22]=[CH:21][CH:20]=1>C1(P(C2C=CC=CC=2)[C-]2C=CC=C2)C=CC=CC=1.[C-]1(P(C2C=CC=CC=2)C2C=CC=CC=2)C=CC=C1.[Fe+2].[Pd](Cl)Cl>[OH:18][CH:9]([C:10]1[CH:15]=[CH:14][CH:13]=[C:12]([CH2:16][OH:17])[CH:11]=1)[CH2:8][C:4]1[CH:5]=[CH:6][CH:7]=[C:2](/[CH:4]=[CH:8]/[CH:9]([OH:18])[CH2:10][CH2:20][CH2:21][CH2:22][CH2:23][CH2:24][CH2:19][CH3:25])[N:3]=1 |f:2.3.4.5|. Procedure details: Under the conditions of example 24D, 96 mg of 2-bromo-6-[(2RS)-2-hydroxy-2-(3-hydroxymethylphenyl)-ethyl]-pyridine and 160 mg of (1E)-1-(tri-n-butylstannyl)-1-undecen-(3RS)-3-ol in 1 ml of toluene is reacted in the presence of 1,1'-bis-(diphenylphosphino)-ferrocene-palladium(II) chloride as catalyst and worked up. The crude product is chromatographed on silica gel with hexane/0-25% ethyl acetate. 20 mg of the title compound is obtained as wine-red oil. Reactants: ClC=1SC(=CC1CCC(=O)O)Cl (3-(2,5-dichloro-3-thienyl)propanoic acid), [Li]C (MeLi). Run in CCOCC (Et2O), CCOCC (Et2O). Conditions: temperature 0 celsius, time 30 minute. Yields the product ClC=1SC(=CC1CCC(C)=O)Cl ((2.5-Dichloro-3-thienyl)butan-3-one). As a reaction SMILES: [Cl:1][C:2]1[S:3][C:4]([Cl:12])=[CH:5][C:6]=1[CH2:7][CH2:8][C:9]([OH:11])=O.[Li][CH3:14]>CCOCC>[Cl:1][C:2]1[S:3][C:4]([Cl:12])=[CH:5][C:6]=1[CH2:7][CH2:8][C:9](=[O:11])[CH3:14]. Reported procedure: To a stirred solution of 3-(2,5-dichloro-3-thienyl)propanoic acid (0.225 g) in Et2O (5 mL) was added 1.05M MeLi in Et2O (2.0 mL) at 0° C. under nitrogen. After stirring at 0° C. for 30 minutes, the mixture was warmed to room temperature and stirred for 1 hour. The reaction was quenched by the addition of phosphate buffer solution (pH=7), and the resulting mixture was extracted with Et2O (30 mL). The organic layer was washed with water, brine, dried over MgSO4, and concentrated in vacuo. Chromato... Starting materials: BrC1=CC(=C(S1)C(C)O)C(=O)OCC (ethyl 5-bromo-2-(1-hydroxyethyl)thiophene-3-carboxylate), C(C)[SiH](CC)CC (triethylsilane). The solvent is FC(C(=O)O)(F)F (trifluoroacetic acid). Conditions: time 1 hour. Product: BrC1=CC(=C(S1)CC)C(=O)OCC (ethyl 5-bromo-2-ethylthiophene-3-carboxylate). Yield: 93.3%. As a reaction SMILES: [Br:1][C:2]1[S:6][C:5]([CH:7](O)[CH3:8])=[C:4]([C:10]([O:12][CH2:13][CH3:14])=[O:11])[CH:3]=1.C([SiH](CC)CC)C>FC(F)(F)C(O)=O>[Br:1][C:2]1[S:6][C:5]([CH2:7][CH3:8])=[C:4]([C:10]([O:12][CH2:13][CH3:14])=[O:11])[CH:3]=1. Procedure details: To a solution of ethyl 5-bromo-2-(1-hydroxyethyl)thiophene-3-carboxylate (11.0 g) synthesized above in trifluoroacetic acid (100 mL) was added dropwise triethylsilane (18.8 mL). After stirring at room temperature for 1 hr, the reaction mixture was concentrated under reduced pressure. The residue was purified by silica gel column chromatography (ethyl acetate:hexane=1:19, volume ratio) to give the title compound (9.67 g, 94%) as a pale-yellow oil.